Dataset: the Open Reaction Database (ORD), a public repository of structured organic reaction records. Task: describe an organic reaction: reactants, conditions, products, and yield Yields the product C1C2N(C[C@@H](N1)CO)CCNC2 ((3R)-octahydro-2H-pyrazino[1,2-a]pyrazin-3-ylmethanol). RXN SMILES: [OH:1][CH2:2][CH:3]1[C:8](=O)[N:7]2[CH2:10][CH2:11][NH:12][CH2:13][CH:6]2[C:5](=O)[NH:4]1.B.C1COCC1.Cl>CO>[CH2:5]1[NH:4][C@@H:3]([CH2:2][OH:1])[CH2:8][N:7]2[CH2:10][CH2:11][NH:12][CH2:13][CH:6]12 |f:1.2|. Starting materials: Cl (HCl), OCC1NC(C2N(C1=O)CCNC2)=O (3-(hydroxymethyl)tetrahydro-2H-pyrazino[1,2-a]pyrazine-1,4(3H,6H)-dione), OCC1NC(C2N(C1=O)CCNC2)=O (3-(hydroxymethyl)tetrahydro-2H-pyrazino[1,2-a]pyrazine-1,4(3H,6H)-dione), B.C1CCOC1 (BH3-THF). Procedure details: To a flask containing (3S,9aS or 9aR)-3-(hydroxymethyl)tetrahydro-2H-pyrazino[1,2-a]pyrazine-1,4(3H,6H)-dione and (3S,9aR or 9aS)-3-(hydroxymethyl)tetrahydro-2H-pyrazino[1,2-a]pyrazine-1,4(3H,6H)-dione (D83, Diastereoisomer 1 plus D84, Diastereoisomer 2, 976 mg, 4.9 mmol) was added 1M BH3-THF solution (49 mL) under nitrogen and the reaction was brought to reflux (80° C.) overnight. The reaction flask was cooled to 0° C. and treated with 25 mL of MeOH. Conc. HCl was added and the resulting soluti... Solvent: CO (MeOH). Run at temperature 80 celsius.